From a dataset of the Open Reaction Database (ORD), a public repository of structured organic reaction records. describe an organic reaction: reactants, conditions, products, and yield The reactants are COS(=O)(=O)OC, CCO, [Na+], [OH-], ON=C1CSc2ccccc2CN1. The product is CON=C1CSc2ccccc2CN1. RXN SMILES: [CH3:1][O:2][S:3](=[O:4])(=[O:5])[O:6][CH3:7].[CH3:23][CH2:24][OH:25].[Na+:22].[OH-:21].[OH:8][N:9]=[C:10]1[CH2:11][S:12][c:13]2[c:14]([cH:17][cH:18][cH:19][cH:20]2)[CH2:15][NH:16]1>>[O:6]([CH3:7])[N:9]=[C:10]1[CH2:11][S:12][c:13]2[c:14]([cH:17][cH:18][cH:19][cH:20]2)[CH2:15][NH:16]1. The reactants are C(C)(C)(C)OC(=O)NCC(=O)N(C)CC=1C=C(C=CC1)C=1C=NC(=NC1)N1CCN(CC1)C1=NC=C(C(=O)O)C=C1Cl (6-(4-{5-[3-({[N-(tert-butoxycarbonyl)glycyl](methyl)amino}methyl)phenyl]pyrimidin-2-yl}piperazin-1-yl)-5-chloronicotinic acid), C1CCOC1 (THF), TEA, [BH4-].[Na+] (sodium borohydride), C(OCC(C)C)(=O)Cl (isobutyl chlorocarbonate). Solvent: O (water), O (water). Reaction conditions: temperature -78 celsius, time 1.5 hour. The product is ClC=1C(=NC=C(C1)CO)N1CCN(CC1)C1=NC=C(C=N1)C=1C=C(CN(C(CNC(OC(C)(C)C)=O)=O)C)C=CC1 (tert-butyl (2-{[3-(2-{4-[3-chloro-5-(hydroxymethyl)pyridin-2-yl]piperazin-1-yl}pyrimidin-5-yl)benzyl](methyl)amino}-2-oxoethyl)carbamate). The yield is 100.0%. Reaction SMILES: [C:1]([O:5][C:6]([NH:8][CH2:9][C:10]([N:12]([CH2:14][C:15]1[CH:16]=[C:17]([C:21]2[CH:22]=[N:23][C:24]([N:27]3[CH2:32][CH2:31][N:30]([C:33]4[C:41]([Cl:42])=[CH:40][C:36]([C:37](O)=[O:38])=[CH:35][N:34]=4)[CH2:29][CH2:28]3)=[N:25][CH:26]=2)[CH:18]=[CH:19][CH:20]=1)[CH3:13])=[O:11])=[O:7])([CH3:4])([CH3:3])[CH3:2].C1COCC1.C(Cl)(=O)OCC(C)C.[BH4-].[Na+]>O>[Cl:42][C:41]1[C:33]([N:30]2[CH2:29][CH2:28][N:27]([C:24]3[N:23]=[CH:22][C:21]([C:17]4[CH:16]=[C:15]([CH:20]=[CH:19][CH:18]=4)[CH2:14][N:12]([CH3:13])[C:10](=[O:11])[CH2:9][NH:8][C:6](=[O:7])[O:5][C:1]([CH3:3])([CH3:4])[CH3:2])=[CH:26][N:25]=3)[CH2:32][CH2:31]2)=[N:34][CH:35]=[C:36]([CH2:37][OH:38])[CH:40]=1 |f:3.4|. Procedure: Under ice-cooling, 6-(4-{5-[3-({[N-(tert-butoxycarbonyl)glycyl](methyl)amino}methyl)phenyl]pyrimidin-2-yl}piperazin-1-yl)-5-chloronicotinic acid (303 mg), THF (9 ml), and TEA (65 mg) were mixed, and isobutyl chlorocarbonate (77 mg) was added thereto, followed by stirring at the same temperature for 1.5 hours. The reaction mixture was cooled to −78° C., and a solution of sodium borohydride (77 mg) in water (1.1 ml) was added thereto, followed by warming to 0° C. and stirring for 30 minutes. To th... Starting materials: [H-].[H-].[H-].[H-].[Li+].[Al+3] (LAH), CN1CCN(CC1)C1CC(CCC1)=NO (3-(4-methylpiperazin-1-yl)cyclohexanone oxime). Run in C1CCOC1 (THF). Product: CN1CCN(CC1)C1CC(CCC1)N (3-(4-Methylpiperazin-1-yl)cyclohexanamine). The yield is 67.0%. RXN SMILES: [H-].[H-].[H-].[H-].[Li+].[Al+3].[CH3:7][N:8]1[CH2:13][CH2:12][N:11]([CH:14]2[CH2:19][CH2:18][CH2:17][C:16](=[N:20]O)[CH2:15]2)[CH2:10][CH2:9]1>C1COCC1>[CH3:7][N:8]1[CH2:9][CH2:10][N:11]([CH:14]2[CH2:19][CH2:18][CH2:17][CH:16]([NH2:20])[CH2:15]2)[CH2:12][CH2:13]1 |f:0.1.2.3.4.5|. Procedure: LAH (13015 g, 355.45 mmol, 2.5 eq.) was taken up in THF (600 ml), and 3-(4-methylpiperazin-1-yl)cyclohexanone oxime (30.0 g, 142.18 mmol, 1.0 eq.) was added in portions at 0° C. The reaction mixture was then heated to RT and refluxed for 14 hours. Then it was cooled to 0° C. again, hydrolyzed with 15% NaOH solution (15 ml), filtered off and washed with 10% MeOH in DCM (500 ml). The filtrate was concentrated under reduced pressure and used in the next stage without being purified further. Yield: ... Reaction SMILES: [CH3:1][O:2][CH2:3][c:4]1[s:5][c:6]([CH2:12][c:13]2[cH:14][cH:15][c:16]([N+:19]([O-:20])=[O:21])[cH:17][cH:18]2)[c:7]([CH2:9][CH2:10][CH3:11])[n:8]1.[CH3:23][OH:24].[OH2:22]>>[CH3:1][O:2][CH2:3][c:4]1[s:5][c:6]([CH2:12][c:13]2[cH:14][cH:15][c:16]([NH2:19])[cH:17][cH:18]2)[c:7]([CH2:9][CH2:10][CH3:11])[n:8]1. Starting materials: CCCc1nc(COC)sc1Cc1ccc([N+](=O)[O-])cc1, CO, O. The product is CCCc1nc(COC)sc1Cc1ccc(N)cc1. Starting materials: intermediate 3a, COCCN1CCC(CC1)=CC(=O)OC (methyl 2-(1-(2-methoxyethyl)piperidin-4-ylidene)acetate), COC(=O)C=C1CCN(CC1)C(=O)OC(C)(C)C (tert-butyl 4-((methoxycarbonyl)methylene)piperidine-1-carboxylate). The product is COCCN1CCC(CC1)=CC(=O)O (2-(1-(2-methoxyethyl)piperidin-4-ylidene)acetic acid). RXN SMILES: [CH3:1][O:2][CH2:3][CH2:4][N:5]1[CH2:10][CH2:9][C:8](=[CH:11][C:12]([O:14]C)=[O:13])[CH2:7][CH2:6]1.COC(C=C1CCN(C(OC(C)(C)C)=O)CC1)=O>>[CH3:1][O:2][CH2:3][CH2:4][N:5]1[CH2:6][CH2:7][C:8](=[CH:11][C:12]([OH:14])=[O:13])[CH2:9][CH2:10]1. Procedure details: The title compound was prepared following the procedure for the preparation of intermediate 3a except that methyl 2-(1-(2-methoxyethyl)piperidin-4-ylidene)acetate was substituted for tert-butyl 4-((methoxycarbonyl)methylene)piperidine-1-carboxylate. The reactants are [N+](=O)([O-])C=1C=CC(=C(C(=O)NC2=C3C=CNC3=CC=C2)C1)O (5-nitro-2-hydroxy-N-(1H-indol-4-yl)-benzamide), O.NN (hydrazine hydrate). The reagents and catalysts are [Ni] (Raney nickel). Run in CO (methanol). The product is NC=1C=CC(=C(C(=O)NC2=C3C=CNC3=CC=C2)C1)O (5-amino-2-hydroxy-N-(1H-indol-4-yl)-benzamide). Yield: 74.1%. As a reaction SMILES: [N+:1]([C:4]1[CH:5]=[CH:6][C:7]([OH:22])=[C:8]([CH:21]=1)[C:9]([NH:11][C:12]1[CH:20]=[CH:19][CH:18]=[C:17]2[C:13]=1[CH:14]=[CH:15][NH:16]2)=[O:10])([O-])=O.O.NN>[Ni].CO>[NH2:1][C:4]1[CH:5]=[CH:6][C:7]([OH:22])=[C:8]([CH:21]=1)[C:9]([NH:11][C:12]1[CH:20]=[CH:19][CH:18]=[C:17]2[C:13]=1[CH:14]=[CH:15][NH:16]2)=[O:10] |f:1.2|. Procedure details: A suspension of 6 g of 5-nitro-2-hydroxy-N-(1H-indol-4-yl)-benzamide of Example 50, 600 ml of methanol and 15 ml of 64% hydrazine hydrate and 6 g of Raney nickel was refluxed for two hours and filtered. The filtrate was evaporated to dryness under pressure at 50° C. and the residue was taken up in a 1-1 mixture of chloroform and methanol. The mixture was filtered and the crystalline product was dried to obtain 4 g of 5-amino-2-hydroxy-N-(1H-indol-4-yl)-benzamide melting at >260° C.